From a dataset of the Open Reaction Database (ORD), a public repository of structured organic reaction records. describe an organic reaction: reactants, conditions, products, and yield Reactants: O=C([O-])[O-], O=C(F)OC12CC3CC(CC(C3)C1)C2, CC(C)CC(N)C(=O)O, [K+], [K+], O. The product is CC(C)CC(NC(=O)OC12CC3CC(CC(C3)C1)C2)C(=O)O. Reaction SMILES: [C:10](=[O:11])([O-:12])[O-:13].[C:16]12([O:26][C:27](=[O:28])[F:29])[CH2:17][CH:18]3[CH2:19][CH:20]([CH2:21][CH:22]([CH2:23]1)[CH2:24]3)[CH2:25]2.[CH3:1][CH:2]([CH3:3])[CH2:4][CH:5]([NH2:6])[C:7]([OH:8])=[O:9].[K+:14].[K+:15].[OH2:30]>>[CH3:1][CH:2]([CH3:3])[CH2:4][CH:5]([NH:6][C:27]([O:26][C:16]12[CH2:17][CH:18]3[CH2:19][CH:20]([CH2:21][CH:22]([CH2:23]1)[CH2:24]3)[CH2:25]2)=[O:28])[C:7]([OH:8])=[O:9]. Starting materials: C(CC1=CC=CC=C1)N (Phenethylamine), [BH4-].[Na+] (NaBH4), N1(CCCCC1)C(=O)C=1C=CC(=NC1)OC1=CC=C(C=O)C=C1 (4-[5-(Piperidine-1-carbonyl)-pyridin-2-yloxy]-benzaldehyde), COC(OC)OC (Trimethylorthoformate). The solvent is CO (MeOH). Run at time 72 hour. Product: N.CO (NH3 MeOH), C(CC1=CC=CC=C1)NCC1=CC=C(OC2=CC=C(C=N2)C(=O)N2CCCCC2)C=C1 ({6-[4-(Phenethylamino-methyl)-phenoxy}-pyridin-3-yl) -piperidin-1-yl-methanone). The yield is 151.1%. Reaction SMILES: [N:1]1([C:7]([C:9]2[CH:10]=[CH:11][C:12]([O:15][C:16]3[CH:23]=[CH:22][C:19]([CH:20]=O)=[CH:18][CH:17]=3)=[N:13][CH:14]=2)=[O:8])[CH2:6][CH2:5][CH2:4][CH2:3][CH2:2]1.COC(OC)OC.[CH2:31]([NH2:39])[CH2:32][C:33]1[CH:38]=[CH:37][CH:36]=[CH:35][CH:34]=1.[BH4-].[Na+]>CO>[NH3:1].[CH3:7][OH:8].[CH2:31]([NH:39][CH2:20][C:19]1[CH:22]=[CH:23][C:16]([O:15][C:12]2[N:13]=[CH:14][C:9]([C:7]([N:1]3[CH2:6][CH2:5][CH2:4][CH2:3][CH2:2]3)=[O:8])=[CH:10][CH:11]=2)=[CH:17][CH:18]=1)[CH2:32][C:33]1[CH:38]=[CH:37][CH:36]=[CH:35][CH:34]=1 |f:3.4,6.7|. Reported procedure: Combine 4-[5-(Piperidine-1-carbonyl)-pyridin-2-yloxy]-benzaldehyde (72.0 mg, 0.23 mmol), MeOH (2.3 mL), Trimethylorthoformate (1.6 mL), and Phenethylamine (26 uL, 0.21 mmol). After the reaction stirs for 72 hours at room temperature under a Nitrogen atmosphere, add NaBH4 (10.5 mg, 0.28 mmol). After 5 hours, concentrate the reaction under reduced pressure and add the mixture to a 2 g SCX column. Wash with MeOH and then 1N NH3 MeOH to afford 72.2 mg (75% yield) of the title compound: 1H NMR (500 M... The reactants are O1C(CCCC1)OCC1(CC1)N1C=CC2=C1N=CN=C2 (7-[1-(Tetrahydro-pyran-2-yloxymethyl)-cyclopropyl]-7H-pyrrolo[2,3-d]pyrimidine), IN1C(CCC1=O)=O (N-iodosuccinimide). Run in CN(C)C=O (DMF). Conditions: time 4 hour. The product is IC1=CN(C=2N=CN=CC21)C2(CC2)COC2OCCCC2 (5-Iodo-7-[1-(tetrahydro-pyran-2-yloxymethyl)-cyclopropyl]-7H-pyrrolo[2,3-d]pyrimidine). Isolated yield 79.0%. RXN SMILES: [O:1]1[CH2:6][CH2:5][CH2:4][CH2:3][CH:2]1[O:7][CH2:8][C:9]1([N:12]2[C:16]3[N:17]=[CH:18][N:19]=[CH:20][C:15]=3[CH:14]=[CH:13]2)[CH2:11][CH2:10]1.[I:21]N1C(=O)CCC1=O>CN(C=O)C>[I:21][C:14]1[C:15]2[CH:20]=[N:19][CH:18]=[N:17][C:16]=2[N:12]([C:9]2([CH2:8][O:7][CH:2]3[CH2:3][CH2:4][CH2:5][CH2:6][O:1]3)[CH2:11][CH2:10]2)[CH:13]=1. Procedure details: To a stirred solution of 7-[1-(Tetrahydro-pyran-2-yloxymethyl)-cyclopropyl]-7H-pyrrolo[2,3-d]pyrimidine (Preparation 248, 390 mg, 1.43 mmol) in DMF (8 mL) was added N-iodosuccinimide (481.5 mg, 2.14 mmol) and stirred at room temperature for 4 hours. The reaction mixture was quenched with water (8 mL) and extracted with ethyl acetate (3×20 mL). The combined organic layer was washed with water (5×15 mL), brine (10 mL), dried over sodium sulphate and evaporated in vacuo. The crude material was puri... The reactants are ClC1=CC=C(C=C1)C1=NN(C(C1)=O)CCC (3-(4-chlorophenyl)-1-propyl-4, 5-dihydropyrazol-5-one), COC=1C=CC(=CC1)P2(=S)SP(=S)(S2)C=3C=CC(=CC3)OC (Lawesson's reagent). The solvent is C1(=CC=CC=C1)C (toluene). The product is ClC1=CC=C(C=C1)C1=NN(C(C1)=S)CCC (3-(4-chlorophenyl)-1-propyl-4, 5-dihydropyrazole-5-thione). Isolated yield 131.9%. RXN SMILES: [Cl:1][C:2]1[CH:7]=[CH:6][C:5]([C:8]2[CH2:12][C:11](=O)[N:10]([CH2:14][CH2:15][CH3:16])[N:9]=2)=[CH:4][CH:3]=1.COC1C=CC(P2(SP(C3C=CC(OC)=CC=3)(=S)S2)=[S:26])=CC=1>C1(C)C=CC=CC=1>[Cl:1][C:2]1[CH:7]=[CH:6][C:5]([C:8]2[CH2:12][C:11](=[S:26])[N:10]([CH2:14][CH2:15][CH3:16])[N:9]=2)=[CH:4][CH:3]=1. Procedure details: A mixture of 1.0 g (3.8 mmol) of 3-(4-chlorophenyl)-1-propyl-4, 5-dihydropyrazol-5-one, 1.2 g (3.0 mmol) of Lawesson's reagent, and 10 ml of toluene was heated under reflux for 2 hours. The reaction solution was concentrated and the residue was purified by silica gel column chromatography (n-hexane/ethyl acetate=10/1 (v/v)) to give 1.0 g of the object compound as a yellow oil (yield 94%). The reactants are CN(C)SCl, CNC(=O)Oc1cccc2c1OC(C)(C)C2, O, c1ccncc1. Yields the product CN(C)SN(C)C(=O)Oc1cccc2c1OC(C)(C)C2. As a reaction SMILES: [CH3:17][N:18]([S:19][Cl:20])[CH3:21].[CH3:1][NH:2][C:3](=[O:4])[O:5][c:6]1[cH:7][cH:8][cH:9][c:10]2[c:16]1[O:15][C:12]([CH3:13])([CH3:14])[CH2:11]2.[OH2:22].[cH:23]1[cH:24][cH:25][n:26][cH:27][cH:28]1>>[CH3:1][N:2]([C:3](=[O:4])[O:5][c:6]1[cH:7][cH:8][cH:9][c:10]2[c:16]1[O:15][C:12]([CH3:13])([CH3:14])[CH2:11]2)[S:19][N:18]([CH3:17])[CH3:21]. The reactants are FC1=C(C=O)C(=CC=C1)O (2-fluoro-6-hydroxybenzaldehyde), IC(C)C (2-iodopropane), C(=O)([O-])[O-].[K+].[K+] (K2CO3), C(=O)([O-])[O-].[Cs+].[Cs+] (Cs2CO3). Solvent: CN(C)C=O (DMF), CCOCC (Et2O). Reaction conditions: time 16 hour. Product: FC1=C(C=O)C(=CC=C1)OC(C)C (2-fluoro-6-isopropoxybenzaldehyde). As a reaction SMILES: [F:1][C:2]1[CH:9]=[CH:8][CH:7]=[C:6]([OH:10])[C:3]=1[CH:4]=[O:5].I[CH:12]([CH3:14])[CH3:13].C([O-])([O-])=O.[K+].[K+].C([O-])([O-])=O.[Cs+].[Cs+]>CN(C=O)C.CCOCC>[F:1][C:2]1[CH:9]=[CH:8][CH:7]=[C:6]([O:10][CH:12]([CH3:14])[CH3:13])[C:3]=1[CH:4]=[O:5] |f:2.3.4,5.6.7|. Procedure details: A mixture of commercially available 2-fluoro-6-hydroxybenzaldehyde (3.000 g; 21.40 mmol), 2-iodopropane (10.919 g; 64.20 mmol), K2CO3 (5.918 g; 42.80 mmol), and Cs2CO3 (1.395 g; 4.28 mmol) in anh. DMF (63 ml) was stirred at rt, under nitrogen, for 16 h. Et2O was added and the organic layer was washed with water, dried over anh. MgSO4, filtered, and concentrated to dryness under reduced pressure affording 2-fluoro-6-isopropoxybenzaldehyde as a yellow oil. LC-MS (conditions A): tR=0.74 min.; [M+H]... Starting materials: CCCCP(CCCC)CCCC, C1CCOC1, O=C(Nc1ccccc1)C(CCO)N1CCc2c1ccc(F)c2Cl, CC(C)(C)OC(=O)N=NC(=O)OC(C)(C)C. Product: O=C1C(N2CCc3c2ccc(F)c3Cl)CCN1c1ccccc1. Reaction SMILES: [CH2:17]([P:18]([CH2:19][CH2:20][CH2:21][CH3:22])[CH2:23][CH2:24][CH2:25][CH3:26])[CH2:27][CH2:28][CH3:29].[CH2:54]1[O:55][CH2:56][CH2:57][CH2:58]1.[Cl:30][c:31]1[c:32]2[c:36]([cH:37][cH:38][c:39]1[F:40])[N:35]([CH:41]([C:42](=[O:43])[NH:44][c:45]1[cH:46][cH:47][cH:48][cH:49][cH:50]1)[CH2:51][CH2:52][OH:53])[CH2:34][CH2:33]2.[N:1]([C:2]([O:3][C:4]([CH3:5])([CH3:6])[CH3:7])=[O:8])=[N:9][C:10]([O:11][C:12]([CH3:13])([CH3:14])[CH3:15])=[O:16]>>[Cl:30][c:31]1[c:32]2[c:36]([cH:37][cH:38][c:39]1[F:40])[N:35]([CH:41]1[C:42](=[O:43])[N:44]([c:45]3[cH:46][cH:47][cH:48][cH:49][cH:50]3)[CH2:52][CH2:51]1)[CH2:34][CH2:33]2.